From a dataset of the Open Reaction Database (ORD), a public repository of structured organic reaction records. describe an organic reaction: reactants, conditions, products, and yield Starting materials: Cc1cccc2c1N(CC(=O)N(C)c1ccccn1)C(=O)C(NC(=O)OCc1ccccc1)N=C2C1CCCCC1, CCOC(C)=O, [Mg+]C1CCCCC1, [Cl-], [Cl-], [NH4+], C1CCOC1. The product is Cc1cccc2c1N(CC(=O)C1CCCCC1)C(=O)C(NC(=O)OCc1ccccc1)N=C2C1CCCCC1. As a reaction SMILES: [CH2:1]([c:2]1[cH:3][cH:4][cH:5][cH:6][cH:7]1)[O:8][C:9](=[O:10])[NH:11][CH:12]1[C:13](=[O:41])[N:14]([CH2:30][C:31](=[O:32])[N:33]([CH3:34])[c:35]2[cH:36][cH:37][cH:38][cH:39][n:40]2)[c:15]2[c:16]([cH:25][cH:26][cH:27][c:28]2[CH3:29])[C:17]([CH:19]2[CH2:20][CH2:21][CH2:22][CH2:23][CH2:24]2)=[N:18]1.[CH3:50][CH2:51][O:52][C:53](=[O:54])[CH3:55].[CH:43]1([Mg+:49])[CH2:44][CH2:45][CH2:46][CH2:47][CH2:48]1.[Cl-:42].[Cl-:56].[NH4+:57].[O:58]1[CH2:59][CH2:60][CH2:61][CH2:62]1>>[CH2:1]([c:2]1[cH:3][cH:4][cH:5][cH:6][cH:7]1)[O:8][C:9](=[O:10])[NH:11][CH:12]1[C:13](=[O:41])[N:14]([CH2:30][C:31](=[O:32])[CH:43]2[CH2:44][CH2:45][CH2:46][CH2:47][CH2:48]2)[c:15]2[c:16]([cH:25][cH:26][cH:27][c:28]2[CH3:29])[C:17]([CH:19]2[CH2:20][CH2:21][CH2:22][CH2:23][CH2:24]2)=[N:18]1. RXN SMILES: [Cl:16][C:17](=[O:18])[C:19]([Cl:20])=[O:21].[NH2:1][c:2]1[s:3][c:4]([S:7](=[O:8])(=[O:9])[NH:10][CH:11]([CH2:12][CH3:13])[CH2:14][CH3:15])[n:5][n:6]1.[c:22]1([CH3:23])[c:24]([CH3:25])[cH:26][cH:27][cH:28][cH:29]1>>[N:1]([c:2]1[s:3][c:4]([S:7](=[O:8])(=[O:9])[NH:10][CH:11]([CH2:12][CH3:13])[CH2:14][CH3:15])[n:5][n:6]1)=[C:17]=[O:18]. The reactants are O=C(Cl)C(=O)Cl, CCC(CC)NS(=O)(=O)c1nnc(N)s1, Cc1ccccc1C. Yields the product CCC(CC)NS(=O)(=O)c1nnc(N=C=O)s1. Starting materials: C(C)(C)(C)OC(N(C)[C@@H](C)C(N[C@@H]1C(NC2=C(N([C@H]1C)C(C1=CC=C(C=C1)C(C)=O)=O)C=CC=C2)=O)=O)=O ({(S)-1-[(2S,3S)-1-(4-acetyl-benzoyl)-2-methyl-4-oxo-2,3,4,5-tetrahydro-1H-benzo[b][1,4]diazepin-3-ylcarbamoyl]-ethyl}-methyl-carbamic acid tert-butyl ester), C([O-])([O-])=O.[Cs+].[Cs+] (cesium carbonate), BrC1=C2C=CC(=C(C2=CC=C1)CCl)OC (5-bromo-1-chloromethyl-2-methoxy-naphthalene), [I-].[Na+] (sodium iodide). Solvent: O (water), CN(C=O)C (N,N-dimethylformamide). Conditions: time 2 hour. Yields the product C(C)(C)(C)OC(N(C)[C@@H](C)C(N[C@@H]1C(N(C2=C(N([C@H]1C)C(C1=CC=C(C=C1)C(C)=O)=O)C=CC=C2)CC2=C(C=CC1=C(C=CC=C21)Br)OC)=O)=O)=O ({(S)-1-[(2S,3S)-1-(4-acetyl-benzoyl)-5-(5-bromo-2-methoxy-naphthalen-1-ylmethyl)-2-methyl-4-oxo-2,3,4,5-tetrahydro-1H-benzo[b][1,4]diazepin-3-ylcarbamoyl]-ethyl}-methyl-carbamic acid tert-butyl ester). The yield is 45.1%. RXN SMILES: [C:1]([O:5][C:6](=[O:38])[N:7]([C@H:9]([C:11](=[O:37])[NH:12][C@H:13]1[C@H:19]([CH3:20])[N:18]([C:21](=[O:31])[C:22]2[CH:27]=[CH:26][C:25]([C:28](=[O:30])[CH3:29])=[CH:24][CH:23]=2)[C:17]2[CH:32]=[CH:33][CH:34]=[CH:35][C:16]=2[NH:15][C:14]1=[O:36])[CH3:10])[CH3:8])([CH3:4])([CH3:3])[CH3:2].C(=O)([O-])[O-].[Cs+].[Cs+].[Br:45][C:46]1[CH:55]=[CH:54][CH:53]=[C:52]2[C:47]=1[CH:48]=[CH:49][C:50]([O:58][CH3:59])=[C:51]2[CH2:56]Cl.[I-].[Na+]>CN(C)C=O.O>[C:1]([O:5][C:6](=[O:38])[N:7]([C@H:9]([C:11](=[O:37])[NH:12][C@H:13]1[C@H:19]([CH3:20])[N:18]([C:21](=[O:31])[C:22]2[CH:23]=[CH:24][C:25]([C:28](=[O:30])[CH3:29])=[CH:26][CH:27]=2)[C:17]2[CH:32]=[CH:33][CH:34]=[CH:35][C:16]=2[N:15]([CH2:56][C:51]2[C:52]3[C:47](=[C:46]([Br:45])[CH:55]=[CH:54][CH:53]=3)[CH:48]=[CH:49][C:50]=2[O:58][CH3:59])[C:14]1=[O:36])[CH3:10])[CH3:8])([CH3:3])([CH3:4])[CH3:2] |f:1.2.3,5.6|. Procedure: To a solution of {(S)-1-[(2S,3S)-1-(4-acetyl-benzoyl)-2-methyl-4-oxo-2,3,4,5-tetrahydro-1H-benzo[b][1,4]diazepin-3-ylcarbamoyl]-ethyl}-methyl-carbamic acid tert-butyl ester (60 mg, 0.115 mmol) in N,N-dimethylformamide (1.0 mL) was added cesium carbonate (94 mg, 0.287 mmol), 5-bromo-1-chloromethyl-2-methoxy-naphthalene (39.3 mg, 0.138 mmol) and sodium iodide (17.2 mg, 0.115 mmol) and the reaction was stirred for 2 h. The reaction mixture was diluted with water (10 ml) and extracted with ethyl ace... Starting materials: C1CCC2=NCCCN2CC1 (DBU), C1(CCCCC1)C=1C=2C=CC(=CC2N2C1C1=C(C=C(C2)C2=C(N=CO2)C(=O)N2CCOCC2)C=C(C=C1)OC)C(=O)O (13-Cyclohexyl-3-methoxy-6-(4-(4-morpholinylcarbonyl)-1,3-oxazol-5-yl)-7H-indolo[2,1-a][2]benzazepine-10-carboxylic acid), CC(C)S(=O)(=O)N (propane-2-sulfonamide), C1=CN(C=N1)C(=O)N2C=CN=C2 (CDI). Solvent: C1CCOC1 (THF). Run at time 50 minute. Yields the product C1(CCCCC1)C=1C=2C=CC(=CC2N2C1C1=C(C=C(C2)C2=C(N=CO2)C(=O)N2CCOCC2)C=C(C=C1)OC)C(=O)NS(=O)(=O)C(C)C (13-cyclohexyl-N-(isopropylsulfonyl)-3-methoxy-6-(4-(4-morpholinylcarbonyl)-1,3-oxazol-5-yl)-7H-indolo[2,1-a][2]benzazepine-10-carboxamide). Yield: 103.2%. Reaction SMILES: [CH:1]1([C:7]2[C:8]3[CH:9]=[CH:10][C:11]([C:40](O)=[O:41])=[CH:12][C:13]=3[N:14]3[CH2:20][C:19]([C:21]4[O:25][CH:24]=[N:23][C:22]=4[C:26]([N:28]4[CH2:33][CH2:32][O:31][CH2:30][CH2:29]4)=[O:27])=[CH:18][C:17]4[CH:34]=[C:35]([O:38][CH3:39])[CH:36]=[CH:37][C:16]=4[C:15]=23)[CH2:6][CH2:5][CH2:4][CH2:3][CH2:2]1.C1N=CN(C(N2C=NC=C2)=O)C=1.[CH3:55][CH:56]([S:58]([NH2:61])(=[O:60])=[O:59])[CH3:57].C1CCN2C(=NCCC2)CC1>C1COCC1>[CH:1]1([C:7]2[C:8]3[CH:9]=[CH:10][C:11]([C:40]([NH:61][S:58]([CH:56]([CH3:57])[CH3:55])(=[O:60])=[O:59])=[O:41])=[CH:12][C:13]=3[N:14]3[CH2:20][C:19]([C:21]4[O:25][CH:24]=[N:23][C:22]=4[C:26]([N:28]4[CH2:29][CH2:30][O:31][CH2:32][CH2:33]4)=[O:27])=[CH:18][C:17]4[CH:34]=[C:35]([O:38][CH3:39])[CH:36]=[CH:37][C:16]=4[C:15]=23)[CH2:2][CH2:3][CH2:4][CH2:5][CH2:6]1. Procedure details: 13-Cyclohexyl-3-methoxy-6-(4-(4-morpholinylcarbonyl)-1,3-oxazol-5-yl)-7H-indolo[2,1-a][2]benzazepine-10-carboxylic acid (40.8 mg, 0.072 mmol) was dissolved in THF (1 ml) and CDI (26 mg, 0.160 mmol) added to the reaction. The reaction was capped under a nitrogen atmosphere and stirred at room temperature for 50 min then heated in an oil bath at 60 C for 1.5 hrs. The reaction was cooled and propane-2-sulfonamide (46 mg, 0.373 mmol) was added to the reaction followed by DBU (0.022 ml, 0.144 mmol). ... The reactants are NC[C@H]1N([C@H]2C[C@H]2C1)C(=O)C=1N=C(SC1C1=CC(=CC=C1)F)C ([(1S,3S,5S)-3-aminomethyl-2-aza-bicyclo[3.1.0]hex-2-yl]-[5-(3-fluoro-phenyl)-2-methyl-thiazol-4-yl]-methanone), CN1C(=C(C2=CC=CC=C12)C(=O)O)C (1,2-dimethyl-1H-indole-3-carboxylic acid). The product is FC=1C=C(C=CC1)C1=C(N=C(S1)C)C(=O)N1[C@H]2C[C@H]2C[C@H]1CNC(=O)C1=C(N(C2=CC=CC=C12)C)C (1,2-dimethyl-1H-indole-3-carboxylic acid {(1S,3S,5S)-2-[5-(3-fluoro-phenyl)-2-methyl-thiazole-4-carbonyl]-2-aza-bicyclo[3.1.0]hex-3-ylmethyl}-amide). RXN SMILES: [NH2:1][CH2:2][C@@H:3]1[CH2:8][C@H:7]2[C@H:5]([CH2:6]2)[N:4]1[C:9]([C:11]1[N:12]=[C:13]([CH3:23])[S:14][C:15]=1[C:16]1[CH:21]=[CH:20][CH:19]=[C:18]([F:22])[CH:17]=1)=[O:10].[CH3:24][N:25]1[C:33]2[C:28](=[CH:29][CH:30]=[CH:31][CH:32]=2)[C:27]([C:34](O)=[O:35])=[C:26]1[CH3:37]>>[F:22][C:18]1[CH:17]=[C:16]([C:15]2[S:14][C:13]([CH3:23])=[N:12][C:11]=2[C:9]([N:4]2[C@H:3]([CH2:2][NH:1][C:34]([C:27]3[C:28]4[C:33](=[CH:32][CH:31]=[CH:30][CH:29]=4)[N:25]([CH3:24])[C:26]=3[CH3:37])=[O:35])[CH2:8][C@H:7]3[C@@H:5]2[CH2:6]3)=[O:10])[CH:21]=[CH:20][CH:19]=1. Procedure details: prepared by reaction of [(1S,3S,5S)-3-aminomethyl-2-aza-bicyclo[3.1.0]hex-2-yl]-[5-(3-fluoro-phenyl)-2-methyl-thiazol-4-yl]-methanone with 1,2-dimethyl-1H-indole-3-carboxylic acid. LC-MS (basic): tR=0.90 min; [M+H]+=503.2. The reactants are CC(C)(C)OC(=O)N1CCC(n2ncc3c(Cl)ncnc32)CC1, CC(=O)[O-], CC(=O)[O-], CC(C)CN1CCN2CCN(CC(C)C)P1N(CC(C)C)CC2, Cc1nc(S(C)(=O)=O)ccc1N, CC(C)(C)[O-], CN(C)C=O, CCOC(C)=O, [Na+], O, [Pd+2]. The product is Cc1nc(S(C)(=O)=O)ccc1Nc1ncnc2c1cnn2C1CCN(C(=O)OC(C)(C)C)CC1. As a reaction SMILES: [C:1]([CH3:2])([CH3:3])([CH3:4])[O:5][C:6](=[O:7])[N:8]1[CH2:9][CH2:10][CH:11]([n:14]2[n:15][cH:16][c:17]3[c:18]2[n:19][cH:20][n:21][c:22]3[Cl:23])[CH2:12][CH2:13]1.[C:70]([O-:71])(=[O:72])[CH3:73].[C:75]([O-:76])(=[O:77])[CH3:78].[CH2:42]([N:43]1[CH2:44][CH2:45][N:46]2[CH2:47][CH2:48][N:49]([CH2:50][CH:51]([CH3:52])[CH3:53])[P:54]1[N:55]([CH2:56][CH:57]([CH3:58])[CH3:59])[CH2:60][CH2:61]2)[CH:62]([CH3:63])[CH3:64].[CH3:24][S:25](=[O:26])(=[O:27])[c:28]1[cH:29][cH:30][c:31]([NH2:35])[c:32]([CH3:34])[n:33]1.[CH3:36][C:37]([CH3:38])([O-:39])[CH3:40].[CH3:65][N:66]([CH3:67])[CH:68]=[O:69].[CH3:80][CH2:81][O:82][C:83](=[O:84])[CH3:85].[Na+:41].[OH2:79].[Pd+2:74]>>[C:1]([CH3:2])([CH3:3])([CH3:4])[O:5][C:6](=[O:7])[N:8]1[CH2:9][CH2:10][CH:11]([n:14]2[n:15][cH:16][c:17]3[c:18]2[n:19][cH:20][n:21][c:22]3[NH:35][c:31]2[cH:30][cH:29][c:28]([S:25]([CH3:24])(=[O:26])=[O:27])[n:33][c:32]2[CH3:34])[CH2:12][CH2:13]1. Starting materials: NCC(O)c1cccc(Cl)c1, COC(=O)C=Cc1ccc(OCC(C)=O)cc1, O, c1ccccc1. Yields the product COC(=O)C=Cc1ccc(OCC(C)NCC(O)c2cccc(Cl)c2)cc1. RXN SMILES: [NH2:1][CH2:2][CH:3]([OH:4])[c:5]1[cH:6][c:7]([Cl:11])[cH:8][cH:9][cH:10]1.[O:12]=[C:13]([CH2:14][O:15][c:16]1[cH:17][cH:18][c:19]([CH:20]=[CH:21][C:22](=[O:23])[O:24][CH3:25])[cH:26][cH:27]1)[CH3:28].[OH2:29].[cH:30]1[cH:31][cH:32][cH:33][cH:34][cH:35]1>>[NH:1]([CH2:2][CH:3]([OH:4])[c:5]1[cH:6][c:7]([Cl:11])[cH:8][cH:9][cH:10]1)[CH:13]([CH2:14][O:15][c:16]1[cH:17][cH:18][c:19]([CH:20]=[CH:21][C:22](=[O:23])[O:24][CH3:25])[cH:26][cH:27]1)[CH3:28]. Starting materials: C(C)N(CCN1N=C2C3=C1C=CC(=C3C(C3=C(C=CC(=C32)OCC3=CC=CC=C3)OCC3=CC=CC=C3)=O)NCCN(CC)CC)CC (2-[2-(diethylamino)-ethyl]-5-[[2-(diethylamino)ethyl]amino]-7,10-bis(phenylmethoxy)-anthra[1,9-cd]pyrazol- 6(2H)-one), ClCCl (dichloromethane), B(Cl)(Cl)Cl (boron trichloride). Run in CO (methanol). Yields the product OC1=C2C(C3=C(C=CC=4N(N=C(C43)C2=C(C=C1)O)CCN(CC)CC)NCCN(CC)CC)=O (7,10-Dihydroxy-2-[2-(diethylamino)-ethyl]-5-[[2-(diethylamino)-ethyl]amino]anthra-[1,9-cd]pyrazol-6(2H) -one). The yield is 87.1%. As a reaction SMILES: [CH2:1]([N:3]([CH2:47][CH3:48])[CH2:4][CH2:5][N:6]1[C:10]2[CH:11]=[CH:12][C:13]([NH:39][CH2:40][CH2:41][N:42]([CH2:45][CH3:46])[CH2:43][CH3:44])=[C:14]3[C:15](=[O:38])[C:16]4[C:21]([C:8]([C:9]=23)=[N:7]1)=[C:20]([O:22]CC1C=CC=CC=1)[CH:19]=[CH:18][C:17]=4[O:30]CC1C=CC=CC=1)[CH3:2].ClCCl.B(Cl)(Cl)Cl>CO>[OH:30][C:17]1[CH:18]=[CH:19][C:20]([OH:22])=[C:21]2[C:16]=1[C:15](=[O:38])[C:14]1[C:9]3[C:8]2=[N:7][N:6]([CH2:5][CH2:4][N:3]([CH2:1][CH3:2])[CH2:47][CH3:48])[C:10]=3[CH:11]=[CH:12][C:13]=1[NH:39][CH2:40][CH2:41][N:42]([CH2:43][CH3:44])[CH2:45][CH3:46]. Procedure: 0.100 g (0.148 mmol) 2-[2-(diethylamino)-ethyl]-5-[[2-(diethylamino)ethyl]amino]-7,10-bis(phenylmethoxy)-anthra[1,9-cd]pyrazol- 6(2H)-one is dissolved in cold, dry dichloromethane (4 ml) and boron trichloride (4 ml, 1M solution in dichloromethane) is added dropwise over 30 minutes under argon. The reaction mixture is maintained at 0°-5° C. for 1 hour and then treated dropwise with cold methanol under argon. The mixture is then maintained at room temperature for 2 hours and then evaporated to dry...